This data is from the Open Reaction Database (ORD), a public repository of structured organic reaction records. The task is: describe an organic reaction: reactants, conditions, products, and yield Starting materials: O=S1(=O)NC2(CCN(Cc3ccccc3)C2)c2ccccc21, CO, O=CO. Product: O=S1(=O)NC2(CCNC2)c2ccccc21. Reaction SMILES: [CH2:1]([c:2]1[cH:3][cH:4][cH:5][cH:6][cH:7]1)[N:8]1[CH2:9][C:10]2([NH:11][S:12](=[O:19])(=[O:20])[c:13]3[c:14]2[cH:15][cH:16][cH:17][cH:18]3)[CH2:21][CH2:22]1.[CH3:26][OH:27].[CH:23]([OH:24])=[O:25]>>[NH:8]1[CH2:9][C:10]2([NH:11][S:12](=[O:19])(=[O:20])[c:13]3[c:14]2[cH:15][cH:16][cH:17][cH:18]3)[CH2:21][CH2:22]1. The reactants are BrC=1C=C2C(CCC(C2=CC1\C=C/CCCC)(C)C)(C)C ((Z)-6-bromo-7-hex-1-enyl-1,1,4,4-tetramethyl-1,2,3,4-tetrahydro-naphthalene), ice HCl, C(=O)=O (CO2), [Li]CCCC (n-BuLi). Solvent: O1CCCC1 (tetrahydrofuran). The product is C(=C/CCCC)/C=1C(=CC=2C(CCC(C2C1)(C)C)(C)C)C(=O)O ((Z)-3-hex-1-enyl-5,5,8,8-tetramethyl-5,6,7,8-tetrahydro-naphthalene-2-carboxylic acid). RXN SMILES: Br[C:2]1[CH:3]=[C:4]2[C:9](=[CH:10][C:11]=1/[CH:12]=[CH:13]\[CH2:14][CH2:15][CH2:16][CH3:17])[C:8]([CH3:19])([CH3:18])[CH2:7][CH2:6][C:5]2([CH3:21])[CH3:20].[Li]CCCC.[C:27](=[O:29])=[O:28]>O1CCCC1>[CH:12](/[C:11]1[C:2]([C:27]([OH:29])=[O:28])=[CH:3][C:4]2[C:5]([CH3:20])([CH3:21])[CH2:6][CH2:7][C:8]([CH3:19])([CH3:18])[C:9]=2[CH:10]=1)=[CH:13]/[CH2:14][CH2:15][CH2:16][CH3:17]. Reported procedure: 3.72 g of (Z)-6-bromo-7-hex-1-enyl-1,1,4,4-tetramethyl-1,2,3,4-tetrahydro-naphthalene (75% pure) were placed in 25 ml of abs. tetrahydrofuran and treated at -75° with 8.25 ml of 1.55M n-BuLi (hexane) (1.2 eq.). After 1/2h., a CO2 stream was conducted vigorously through the solution for 30 min., with the temperature rising to -60° in spite of constant cooling. The mixture was left to warm to room temperature, poured on to ice/HCl solution, extracted with diethyl ether, washed with H2O, dried over... Reactants: Cl (HCl), FC=1C=NC=C(C1CC[C@@H]1CN([C@@H](CO1)COC(NCC(F)(F)F)=O)C(=O)OC(C)(C)C)NC([C@@H](NC(=O)OCC(C)C)C(C1=CC=C(C=C1)F)C1=CC=C(C=C1)F)=O (tert-Butyl (2R,5S)-2-{2-[3-fluoro-5-({4-fluoro-β-(4-fluorophenyl)-N-[(2-methylpropoxy)carbonyl]-L-phenylalanyl}amino)pyridin-4-yl]ethyl}-5-({[(2,2,2-trifluoroethyl)carbamoyl]oxy}methyl)morpholine-4-carboxylate). The solvent is O1CCOCC1 (Dioxane). Run at time 1 hour. Yields the product FC1=CC=C(C([C@H](NC(=O)OCC(C)C)C(=O)NC=2C=NC=C(C2CC[C@@H]2CN[C@@H](CO2)COC(NCC(F)(F)F)=O)F)C2=CC=C(C=C2)F)C=C1 (4-fluoro-β-(4-fluorophenyl)-N-(5-fluoro-4-{2-[(2R,5S)-5-({[(2,2,2-trifluoroethyl)carbamoyl]oxy}methyl)morpholin-2-yl]ethyl}pyridin-3-yl)-Nα-[(2-methylpropoxy)carbonyl]-L-phenylalaninamide). The yield is 87.5%. As a reaction SMILES: Cl.[F:2][C:3]1[CH:4]=[N:5][CH:6]=[C:7]([NH:34][C:35](=[O:60])[C@H:36]([CH:45]([C:53]2[CH:58]=[CH:57][C:56]([F:59])=[CH:55][CH:54]=2)[C:46]2[CH:51]=[CH:50][C:49]([F:52])=[CH:48][CH:47]=2)[NH:37][C:38]([O:40][CH2:41][CH:42]([CH3:44])[CH3:43])=[O:39])[C:8]=1[CH2:9][CH2:10][C@H:11]1[O:16][CH2:15][C@@H:14]([CH2:17][O:18][C:19](=[O:26])[NH:20][CH2:21][C:22]([F:25])([F:24])[F:23])[N:13](C(OC(C)(C)C)=O)[CH2:12]1>O1CCOCC1>[F:59][C:56]1[CH:57]=[CH:58][C:53]([CH:45]([C:46]2[CH:51]=[CH:50][C:49]([F:52])=[CH:48][CH:47]=2)[C@@H:36]([C:35]([NH:34][C:7]2[CH:6]=[N:5][CH:4]=[C:3]([F:2])[C:8]=2[CH2:9][CH2:10][C@H:11]2[O:16][CH2:15][C@@H:14]([CH2:17][O:18][C:19](=[O:26])[NH:20][CH2:21][C:22]([F:24])([F:23])[F:25])[NH:13][CH2:12]2)=[O:60])[NH:37][C:38]([O:40][CH2:41][CH:42]([CH3:43])[CH3:44])=[O:39])=[CH:54][CH:55]=1. Procedure details: 4M HCl in Dioxane (0.2 mL) was added directly to the product from step 2 (14 mg, 0.016 mmol) and the reaction stirred at RT for 1 hour. The solvent was removed in vacuo and the residue was dissolved in MeOH and loaded onto a 400 mg Porapak cartridge (preconditioned with 5 mL of MeOH). The cartridge was washed with 100 mL of MeOH, then the desired product was eluted with 10 mL of 2M NH3 in MeOH. The solvent was removed in vacuo to afford 4-fluoro-β-(4-fluorophenyl)-N-(5-fluoro-4-{2-[(2R,5S)-5-({[... Reactants: O=C([O-])O, CN(C)C=O, Cc1oc(-c2ccccc2)nc1COc1ccc(CCl)cc1, Cl, [H-], [Na+], [Na+], CCOC(=O)C(=NO)c1cccnc1. Product: CCOC(=O)C(=NOCc1ccc(OCc2nc(-c3ccccc3)oc2C)cc1)c1cccnc1. As a reaction SMILES: [C:40](=[O:41])([OH:42])[O-:43].[CH3:45][N:46]([CH3:47])[CH:48]=[O:49].[Cl:17][CH2:18][c:19]1[cH:20][cH:21][c:22]([O:23][CH2:24][c:25]2[n:26][c:27](-[c:31]3[cH:32][cH:33][cH:34][cH:35][cH:36]3)[o:28][c:29]2[CH3:30])[cH:37][cH:38]1.[ClH:39].[H-:1].[Na+:2].[Na+:44].[OH:3][N:4]=[C:5]([C:6](=[O:7])[O:8][CH2:9][CH3:10])[c:11]1[cH:12][n:13][cH:14][cH:15][cH:16]1>>[O:3]([N:4]=[C:5]([C:6](=[O:7])[O:8][CH2:9][CH3:10])[c:11]1[cH:12][n:13][cH:14][cH:15][cH:16]1)[CH2:18][c:19]1[cH:20][cH:21][c:22]([O:23][CH2:24][c:25]2[n:26][c:27](-[c:31]3[cH:32][cH:33][cH:34][cH:35][cH:36]3)[o:28][c:29]2[CH3:30])[cH:37][cH:38]1. Reactants: [Al+3], C#CCn1cc(C(=O)OCC)c(C(F)(F)F)c1, CCOC(C)=O, [H-], [H-], [H-], [H-], [H-], [K], [Li+], [Na], C1CCOC1. Product: C#CCn1cc(CO)c(C(F)(F)F)c1. RXN SMILES: [Al+3:2].[CH2:7]([C:8]#[CH:9])[n:10]1[cH:11][c:12]([C:20]([F:21])([F:22])[F:23])[c:13]([C:15](=[O:16])[O:17][CH2:18][CH3:19])[cH:14]1.[CH3:32][CH2:33][O:34][C:35](=[O:36])[CH3:37].[H-:1].[H-:24].[H-:4].[H-:5].[H-:6].[K:25].[Li+:3].[Na:26].[O:27]1[CH2:28][CH2:29][CH2:30][CH2:31]1>>[CH2:7]([C:8]#[CH:9])[n:10]1[cH:11][c:12]([C:20]([F:21])([F:22])[F:23])[c:13]([CH2:15][OH:16])[cH:14]1. The reactants are COc1ccnc(CSc2nc3cc(Cl)ccc3[nH]2)c1OC, ClCCl, [Na+], [Na+], O=C([O-])O, [OH-], O, O=C(OO)c1cccc(Cl)c1. Product: COc1ccnc(CS(=O)c2nc3cc(Cl)ccc3[nH]2)c1OC. As a reaction SMILES: [Cl:1][c:2]1[cH:3][c:4]2[c:5]([nH:6][c:7]([S:9][CH2:10][c:11]3[n:12][cH:13][cH:14][c:15]([O:19][CH3:20])[c:16]3[O:17][CH3:18])[n:8]2)[cH:21][cH:22]1.[Cl:41][CH2:42][Cl:43].[Na+:27].[Na+:40].[O-:23][C:24]([OH:25])=[O:26].[OH-:39].[OH2:44].[OH:28][O:29][C:30]([c:31]1[cH:32][c:33]([Cl:34])[cH:35][cH:36][cH:37]1)=[O:38]>>[Cl:1][c:2]1[cH:3][c:4]2[c:5]([nH:6][c:7]([S:9]([CH2:10][c:11]3[n:12][cH:13][cH:14][c:15]([O:19][CH3:20])[c:16]3[O:17][CH3:18])=[O:23])[n:8]2)[cH:21][cH:22]1. The reactants are OCCN (β-hydroxyethylamine), Cl.C1(=CC=CC=C1)C1N=C2N(C(=NC(=C2)Cl)C)C1 (2-phenyl-5-methyl-7-chloro-2,3-dihydroimidazo[1,2-c]pyrimidine hydrochloride). Yields the product CC1=NC(=CC=2N1CCN2)Cl (5-Methyl-7-chloro-2,3-dihydroimidazo[1,2-c]pyrimidine). RXN SMILES: OCCN.Cl.C1([CH:12]2[CH2:22][N:15]3[C:16]([CH3:21])=[N:17][C:18]([Cl:20])=[CH:19][C:14]3=[N:13]2)C=CC=CC=1>>[CH3:21][C:16]1[N:15]2[CH2:22][CH2:12][N:13]=[C:14]2[CH:19]=[C:18]([Cl:20])[N:17]=1 |f:1.2|. Procedure details: By substituting α-phenyl-β-hydroxyethylamine for β-hydroxyethylamine in the above procedure, 2-phenyl-5-methyl-7-chloro-2,3-dihydroimidazo[1,2-c]pyrimidine hydrochloride was prepared decomposing about 150° C. after recrystallization from an ethanol-ethyl acetate ether solvent mixture. Reactants: C(C1=CC=CC=C1)OC(=O)N1[C@@H](CN(C(CC1)=O)[C@@H](CC=O)C(=O)OC)C ((R)-4-((S)-1-methoxycarbonyl-3-oxo-propyl)-2-methyl-5-oxo-[1,4]diazepane-1-carboxylic acid benzyl ester), Cl.C1CC12[C@@H](CNCC2)O ((S)-6-aza-spiro[2.5]octan-4-ol hydrochloride), Cl.C1CC12[C@@H](CNCC2)O ((S)-6-aza-spiro[2.5]octan-4-ol hydrochloride). The product is C(C1=CC=CC=C1)OC(=O)N1[C@@H](CN(C(CC1)=O)[C@@H](CCN1C[C@H](C2(CC2)CC1)O)C(=O)OC)C ((R)-4-[(S)-3-((S)-4-Hydroxy-6-aza-spiro[2.5]oct-6-yl)-1-methoxycarbonyl-propyl]-2-methyl-5-oxo-[1,4]diazepane-1-carboxylic acid benzyl ester). Isolated yield 42.0%. Reaction SMILES: [CH2:1]([O:8][C:9]([N:11]1[CH2:17][CH2:16][C:15](=[O:18])[N:14]([C@H:19]([C:23]([O:25][CH3:26])=[O:24])[CH2:20][CH:21]=O)[CH2:13][C@H:12]1[CH3:27])=[O:10])[C:2]1[CH:7]=[CH:6][CH:5]=[CH:4][CH:3]=1.Cl.[CH2:29]1[C:31]2([CH2:36][CH2:35][NH:34][CH2:33][C@H:32]2[OH:37])[CH2:30]1>>[CH2:1]([O:8][C:9]([N:11]1[CH2:17][CH2:16][C:15](=[O:18])[N:14]([C@H:19]([C:23]([O:25][CH3:26])=[O:24])[CH2:20][CH2:21][N:34]2[CH2:35][CH2:36][C:31]3([CH2:30][CH2:29]3)[C@H:32]([OH:37])[CH2:33]2)[CH2:13][C@H:12]1[CH3:27])=[O:10])[C:2]1[CH:3]=[CH:4][CH:5]=[CH:6][CH:7]=1 |f:1.2|. Procedure details: In analogy to the procedure described for example 58D, (R)-4-((S)-1-methoxycarbonyl-3-oxo-propyl)-2-methyl-5-oxo-[1,4]diazepane-1-carboxylic acid benzyl ester and (S)-6-aza-spiro[2.5]octan-4-ol hydrochloride (intermediate 2) gave the title compound in 42% yield as yellow oil. MS: 488.4 (MH+). Reactants: ClC1=NC=CC(=N1)NC1=NNC(=C1)C1CC1 (2-chloro-N-(5-cyclopropyl-1H-pyrazol-3-yl)pyrimidin-4-amine), CN1C=CC2=CC(=CC=C12)CN ((1-methyl-1H-indol-5-yl)methanamine), CCN(C(C)C)C(C)C (DIPEA). The solvent is CC(C)O (IPA). Conditions: temperature 120 celsius. Yields the product C1(CC1)C1=CC(=NN1)NC1=NC(=NC=C1)NCC=1C=C2C=CN(C2=CC1)C (N4-(5-Cyclopropyl-1H-pyrazol-3-yl)-N2-((1-methyl-1H-indol-5-yl)methyl)pyrimidine-2,4-diamine). As a reaction SMILES: Cl[C:2]1[N:7]=[C:6]([NH:8][C:9]2[CH:13]=[C:12]([CH:14]3[CH2:16][CH2:15]3)[NH:11][N:10]=2)[CH:5]=[CH:4][N:3]=1.[CH3:17][N:18]1[C:26]2[C:21](=[CH:22][C:23]([CH2:27][NH2:28])=[CH:24][CH:25]=2)[CH:20]=[CH:19]1.CCN(C(C)C)C(C)C>CC(O)C>[CH:14]1([C:12]2[NH:11][N:10]=[C:9]([NH:8][C:6]3[CH:5]=[CH:4][N:3]=[C:2]([NH:28][CH2:27][C:23]4[CH:22]=[C:21]5[C:26](=[CH:25][CH:24]=4)[N:18]([CH3:17])[CH:19]=[CH:20]5)[N:7]=3)[CH:13]=2)[CH2:16][CH2:15]1. Procedure: A microwave vial was charged with 2-chloro-N-(5-cyclopropyl-1H-pyrazol-3-yl)pyrimidin-4-amine (160 mg, 0.68 mmol), 296 (800 mg, 5.59 mmol), DIPEA (1 ml), and IPA (5.0 mL), sealed and heated at 120° C. for 18 h. It was concentrated and purified by SiO2 chromatography, and then preparative HPLC to afford 30 mg (12%) of I-33 as white solid.